Dataset: the Open Reaction Database (ORD), a public repository of structured organic reaction records. Task: describe an organic reaction: reactants, conditions, products, and yield The reactants are O=C([O-])[O-], Fc1ccc(CBr)c(F)c1, [K+], [K+], CN(C)C=O, COC(=O)C1=Cc2cc(O)ccc2CCC1. The product is COC(=O)C1=Cc2cc(OCc3ccc(F)cc3F)ccc2CCC1. Reaction SMILES: [C:17](=[O:18])([O-:19])[O-:20].[F:23][c:24]1[c:25]([CH2:26][Br:27])[cH:28][cH:29][c:30]([F:32])[cH:31]1.[K+:21].[K+:22].[O:33]=[CH:34][N:35]([CH3:36])[CH3:37].[OH:1][c:2]1[cH:3][cH:4][c:5]2[c:6]([cH:16]1)[CH:7]=[C:8]([C:12](=[O:13])[O:14][CH3:15])[CH2:9][CH2:10][CH2:11]2>>[O:1]([c:2]1[cH:3][cH:4][c:5]2[c:6]([cH:16]1)[CH:7]=[C:8]([C:12](=[O:13])[O:14][CH3:15])[CH2:9][CH2:10][CH2:11]2)[CH2:26][c:25]1[c:24]([F:23])[cH:31][c:30]([F:32])[cH:29][cH:28]1. Procedure details: 5.0 g (32 mmol) of 8-quinolinecarbaldehyde were added to a solution of 5.6 g (48 mmol) of tert-butyl carbamate and 8.5 g (48 mmol) of sodium p-toluenesulfonate in 112 ml of acetonitrile under argon. While cooling to 0-10° C., 6.9 g (64 mmol) of chlorotrimethylsilane were added dropwise, and the mixture was left to stir at room temperature overnight. After addition of 130 ml of water, the precipitated product was filtered off with suction and dried in vacuo at 50° C. 11.4 g of tert-butyl [quinoli... Starting materials: Cl[Si](C)(C)C (chlorotrimethylsilane), N1=CC=CC2=CC=CC(=C12)C=O (8-quinolinecarbaldehyde), C(N)(OC(C)(C)C)=O (tert-butyl carbamate), C1(=CC=C(C=C1)S(=O)(=O)[O-])C.[Na+] (sodium p-toluenesulfonate). Solvent: C(C)#N (acetonitrile), O (water). Run at temperature 5 celsius, time 8 hour. Product: N1=CC=CC2=CC=CC(=C12)C(S(=O)(=O)C1=CC=C(C=C1)C)NC(OC(C)(C)C)=O (tert-butyl [quinolin-8-yl(toluene-4-sulfonyl)methyl]carbamate). Isolated yield 86.4%. As a reaction SMILES: [N:1]1[C:10]2[C:5](=[CH:6][CH:7]=[CH:8][C:9]=2[CH:11]=O)[CH:4]=[CH:3][CH:2]=1.[C:13](=[O:20])([O:15][C:16]([CH3:19])([CH3:18])[CH3:17])[NH2:14].[C:21]1([CH3:31])[CH:26]=[CH:25][C:24]([S:27]([O-])(=[O:29])=[O:28])=[CH:23][CH:22]=1.[Na+].Cl[Si](C)(C)C>C(#N)C.O>[N:1]1[C:10]2[C:5](=[CH:6][CH:7]=[CH:8][C:9]=2[CH:11]([NH:14][C:13](=[O:20])[O:15][C:16]([CH3:19])([CH3:18])[CH3:17])[S:27]([C:24]2[CH:25]=[CH:26][C:21]([CH3:31])=[CH:22][CH:23]=2)(=[O:29])=[O:28])[CH:4]=[CH:3][CH:2]=1 |f:2.3|. RXN SMILES: [Br-:33].[CH2:1]([CH3:2])[O:3][C:4](=[O:5])[c:6]1[cH:7][cH:8][c:9]([O:10][CH2:11][CH2:12][Cl:13])[cH:14][cH:15]1.[CH3:34][CH2:35][CH2:36][CH2:37][N+:38]([CH2:39][CH2:40][CH2:41][CH3:42])([CH2:43][CH2:44][CH2:45][CH3:46])[CH2:47][CH2:48][CH2:49][CH3:50].[CH3:51][C:52]#[N:53].[CH3:54][CH2:55][O:56][C:57](=[O:58])[CH3:59].[K+:32].[OH-:31].[n:16]1(-[c:21]2[nH:22][c:23]3[cH:24][cH:25][cH:26][cH:27][c:28]3[c:29]2[CH3:30])[cH:17][n:18][cH:19][cH:20]1>>[CH2:1]([CH3:2])[O:3][C:4](=[O:5])[c:6]1[cH:7][cH:8][c:9]([O:10][CH2:11][CH2:12][n:22]2[c:21](-[n:16]3[cH:17][n:18][cH:19][cH:20]3)[c:29]([CH3:30])[c:28]3[c:23]2[cH:24][cH:25][cH:26][cH:27]3)[cH:14][cH:15]1. The product is CCOC(=O)c1ccc(OCCn2c(-n3ccnc3)c(C)c3ccccc32)cc1. The reactants are [Br-], CCOC(=O)c1ccc(OCCCl)cc1, CCCC[N+](CCCC)(CCCC)CCCC, CC#N, CCOC(C)=O, [K+], [OH-], Cc1c(-n2ccnc2)[nH]c2ccccc12. Reactants: FC1=CC=C(C=C1)C1=CC=C2CCC(=CC2=C1)C(=O)NC1=CC=C(C=C1)CN1CCCCC1 (7-(4-fluorophenyl)-N-[4-(piperidinomethyl)phenyl]-3,4-dihydronaphthalene-2-carboxamide), CI (methyl iodide). Solvent: CN(C)C=O (DMF). Reaction conditions: time 18 hour. The product is [I-].FC1=CC=C(C=C1)C1=CC=C2CCC(=CC2=C1)C(=O)NC1=CC=C(C[N+]2(CCCCC2)C)C=C1 (1-[4-[7-(4-fluoro-phenyl)-3,4-dihydronaphthalene-2-carboxamido]benzyl]-1-methylpiperidinium iodide). As a reaction SMILES: [F:1][C:2]1[CH:7]=[CH:6][C:5]([C:8]2[CH:17]=[C:16]3[C:11]([CH2:12][CH2:13][C:14]([C:18]([NH:20][C:21]4[CH:26]=[CH:25][C:24]([CH2:27][N:28]5[CH2:33][CH2:32][CH2:31][CH2:30][CH2:29]5)=[CH:23][CH:22]=4)=[O:19])=[CH:15]3)=[CH:10][CH:9]=2)=[CH:4][CH:3]=1.[CH3:34][I:35]>CN(C=O)C>[I-:35].[F:1][C:2]1[CH:3]=[CH:4][C:5]([C:8]2[CH:17]=[C:16]3[C:11]([CH2:12][CH2:13][C:14]([C:18]([NH:20][C:21]4[CH:26]=[CH:25][C:24]([CH2:27][N+:28]5([CH3:34])[CH2:33][CH2:32][CH2:31][CH2:30][CH2:29]5)=[CH:23][CH:22]=4)=[O:19])=[CH:15]3)=[CH:10][CH:9]=2)=[CH:6][CH:7]=1 |f:3.4|. Procedure: In DMF (3ml) was dissolved 7-(4-fluorophenyl)-N-[4-(piperidinomethyl)phenyl]-3,4-dihydronaphthalene-2-carboxamide (500mg), and to the mixture was added methyl iodide (212 μl). The mixture was stirred at room temperature for 18 hours and concentrated under reduced pressure. The residue was recrystallized from ethyl acetate to give 1-[4-[7-(4-fluoro-phenyl)-3,4-dihydronaphthalene-2-carboxamido]benzyl]-1-methylpiperidinium iodide (Compound 17) (610mg) as colorless crystals.